The task is: describe an organic reaction: reactants, conditions, products, and yield. This data is from the Open Reaction Database (ORD), a public repository of structured organic reaction records. The reactants are CCOc1cc(C(C)(C)O)ccc1C1=NC(C)(c2ccc(Cl)cc2)C(C)(c2ccc(Cl)cc2)N1C(=O)Cl, O=C(CN1CCNCC1)N1CCCC1. The product is CCOc1cc(C(C)(C)O)ccc1C1=NC(C)(c2ccc(Cl)cc2)C(C)(c2ccc(Cl)cc2)N1C(=O)N1CCN(CC(=O)N2CCCC2)CC1. RXN SMILES: [Cl:1][c:2]1[cH:3][cH:4][c:5]([C:8]2([CH3:37])[N:9]=[C:10]([c:24]3[c:25]([O:34][CH2:35][CH3:36])[cH:26][c:27]([C:30]([CH3:31])([CH3:32])[OH:33])[cH:28][cH:29]3)[N:11]([C:21](=[O:22])[Cl:23])[C:12]2([CH3:13])[c:14]2[cH:15][cH:16][c:17]([Cl:20])[cH:18][cH:19]2)[cH:6][cH:7]1.[N:38]1([CH2:44][C:45](=[O:46])[N:47]2[CH2:48][CH2:49][CH2:50][CH2:51]2)[CH2:39][CH2:40][NH:41][CH2:42][CH2:43]1>>[Cl:1][c:2]1[cH:3][cH:4][c:5]([C:8]2([CH3:37])[N:9]=[C:10]([c:24]3[c:25]([O:34][CH2:35][CH3:36])[cH:26][c:27]([C:30]([CH3:31])([CH3:32])[OH:33])[cH:28][cH:29]3)[N:11]([C:21](=[O:22])[N:41]3[CH2:40][CH2:39][N:38]([CH2:44][C:45](=[O:46])[N:47]4[CH2:48][CH2:49][CH2:50][CH2:51]4)[CH2:43][CH2:42]3)[C:12]2([CH3:13])[c:14]2[cH:15][cH:16][c:17]([Cl:20])[cH:18][cH:19]2)[cH:6][cH:7]1. Reactants: OC1(CCC(CC1)N[C@@H]1CN(CC1)C(CNC(C1=CC(=CC=C1)C(F)(F)F)=O)=O)C1=NC=CC=C1 (N-(2-{(3S)-3-[(4-hydroxy-4-pyridin-2-ylcyclohexyl)amino]pyrrolidin-1-yl}-2-oxoethyl)-3-(trifluoromethyl)benzamide), C=O (formaldehyde), [BH-](OC(=O)C)(OC(=O)C)OC(=O)C.[Na+] (Na(OAc)3BH). Run in C1CCOC1 (THF). Conditions: time 8 hour. The product is OC1(CCC(CC1)N([C@@H]1CN(CC1)C(CNC(C1=CC(=CC=C1)C(F)(F)F)=O)=O)C)C1=NC=CC=C1 (N-(2-{(3S)-3-[(4-Hydroxy-4-pyridin-2-ylcyclohexyl)(methyl)amino]pyrrolidin-1-yl}-2-oxoethyl)-3-(trifluoromethyl)benzamide), C(=O)(C(F)(F)F)O (TFA). As a reaction SMILES: [OH:1][C:2]1([C:30]2[CH:35]=[CH:34][CH:33]=[CH:32][N:31]=2)[CH2:7][CH2:6][CH:5]([NH:8][C@H:9]2[CH2:13][CH2:12][N:11]([C:14](=[O:29])[CH2:15][NH:16][C:17](=[O:28])[C:18]3[CH:23]=[CH:22][CH:21]=[C:20]([C:24]([F:27])([F:26])[F:25])[CH:19]=3)[CH2:10]2)[CH2:4][CH2:3]1.[CH2:36]=[O:37].[BH-](OC(C)=O)(OC(C)=O)[O:39][C:40](C)=O.[Na+]>C1COCC1>[OH:1][C:2]1([C:30]2[CH:35]=[CH:34][CH:33]=[CH:32][N:31]=2)[CH2:3][CH2:4][CH:5]([N:8]([CH3:40])[C@H:9]2[CH2:13][CH2:12][N:11]([C:14](=[O:29])[CH2:15][NH:16][C:17](=[O:28])[C:18]3[CH:23]=[CH:22][CH:21]=[C:20]([C:24]([F:26])([F:27])[F:25])[CH:19]=3)[CH2:10]2)[CH2:6][CH2:7]1.[C:36]([OH:39])([C:24]([F:27])([F:26])[F:25])=[O:37] |f:2.3|. Procedure details: To a solution of N-(2-{(3S)-3-[(4-hydroxy-4-pyridin-2-ylcyclohexyl)amino]pyrrolidin-1-yl}-2-oxoethyl)-3-(trifluoromethyl)benzamide (49 mg, 0.1 mmol) and formaldehyde (0.3 mL, 37% water solution) in THF (2 mL) was added Na(OAc)3BH (64 mg, 0.3 mmol). After being stirred at room temperature overnight, the reaction was quenched by addition of a saturated NaHCO3 solution. The resulting solution was extracted with EtOAc and the EtOAc layer was dried (MgSO4) and concentrated. Purification by prep HPLC ... The reactants are BrC1=CC2=C(C=3C(=CC(=NC13)C(=O)OC)O)C1=C(S2=O)C=CC=C1 (methyl 5-bromo-1-hydroxy[1]benzothieno[3,2-f]quinoline-3-carboxylate-7-oxide), OO (hydrogen peroxide). The solvent is C(C)(=O)O (acetic acid). Yields the product BrC1=CC2=C(C=3C(=CC(=NC13)C(=O)OC)O)C1=C(S2(=O)=O)C=CC=C1 (methyl 5-bromo-1-hydroxy[1]-benzothieno[3,2-f]quinoline-3-carboxylate-7,7-dioxide). RXN SMILES: [Br:1][C:2]1[C:11]2[N:10]=[C:9]([C:12]([O:14][CH3:15])=[O:13])[CH:8]=[C:7]([OH:16])[C:6]=2[C:5]2[C:17]3[CH:24]=[CH:23][CH:22]=[CH:21][C:18]=3[S:19](=[O:20])[C:4]=2[CH:3]=1.[OH:25]O>C(O)(=O)C>[Br:1][C:2]1[C:11]2[N:10]=[C:9]([C:12]([O:14][CH3:15])=[O:13])[CH:8]=[C:7]([OH:16])[C:6]=2[C:5]2[C:17]3[CH:24]=[CH:23][CH:22]=[CH:21][C:18]=3[S:19](=[O:25])(=[O:20])[C:4]=2[CH:3]=1. Procedure: To a solution of 0.6 g. of methyl 5-bromo-1-hydroxy[1]benzothieno[3,2-f]quinoline-3-carboxylate-7-oxide in glacial acetic acid is added excess 30 percent hydrogen peroxide. The mixture is heated to its reflux temperature and maintained at reflux for one hour, then allowed to cool. The precipitate is separated by filtration to give methyl 5-bromo-1-hydroxy[1]-benzothieno[3,2-f]quinoline-3-carboxylate-7,7-dioxide, crude m.p. 240°-260° C. Infrared spectral analysis is consistent with the assigned s...